Dataset: the Open Reaction Database (ORD), a public repository of structured organic reaction records. Task: describe an organic reaction: reactants, conditions, products, and yield RXN SMILES: [C:1]([O:7][CH2:8][C@H:9]([C:15]1[C:31]([CH3:32])=[CH:30][C:18]2[N:19]=[C:20]([O:22]CC3C=CC=CC=3)[S:21][C:17]=2[C:16]=1[Br:33])[O:10][C:11]([CH3:14])([CH3:13])[CH3:12])(=[O:6])[C:2]([CH3:5])([CH3:4])[CH3:3]>CCOC(C)=O.CCO.[Pd]>[C:1]([O:7][CH2:8][C@H:9]([C:15]1[C:31]([CH3:32])=[CH:30][C:18]2[N:19]=[C:20]([OH:22])[S:21][C:17]=2[C:16]=1[Br:33])[O:10][C:11]([CH3:14])([CH3:13])[CH3:12])(=[O:6])[C:2]([CH3:3])([CH3:4])[CH3:5] |f:1.2|. The solvent is CCOC(=O)C.CCO (EtOAc EtOH). Conditions: time 1 hour. The reagents and catalysts are [Pd] (Pd/C). Procedure details: The mixture of (S)-2-(2-(benzyloxy)-7-bromo-5-methylbenzo[d]thiazol-6-yl)-2-tert-butoxyethyl pivalate (67A), Pd/C (800 mg) in EtOAc/EtOH (10 ml, 1:1) was charged into a flask with H2 balloon, and stirred at rt for 1 h. The reaction mixture was filtered over celite, concentrated down, purified by silica gel column, eluting by 0-50% EtOAc in hexanes to give 67B (850 mg). Reactants: C(C(C)(C)C)(=O)OC[C@@H](OC(C)(C)C)C1=C(C2=C(N=C(S2)OCC2=CC=CC=C2)C=C1C)Br ((S)-2-(2-(benzyloxy)-7-bromo-5-methylbenzo[d]thiazol-6-yl)-2-tert-butoxyethyl pivalate). Product: C(C(C)(C)C)(=O)OC[C@@H](OC(C)(C)C)C1=C(C2=C(N=C(S2)O)C=C1C)Br ((S)-2-(7-bromo-2-hydroxy-5-methylbenzo[d]thiazol-6-yl)-2-tert-butoxyethyl pivalate). Starting materials: CCO, NS(=O)(=O)CCNc1ccc([N+](=O)[O-])cc1, [Na+], [OH-]. Product: Nc1ccc(NCCS(N)(=O)=O)cc1. RXN SMILES: [CH3:19][CH2:20][OH:21].[N+:1]([O-:2])(=[O:3])[c:4]1[cH:5][cH:6][c:7]([NH:10][CH2:11][CH2:12][S:13](=[O:14])(=[O:15])[NH2:16])[cH:8][cH:9]1.[Na+:18].[OH-:17]>>[NH2:1][c:4]1[cH:5][cH:6][c:7]([NH:10][CH2:11][CH2:12][S:13](=[O:14])(=[O:15])[NH2:16])[cH:8][cH:9]1. Procedure: 3-Methyl-N-[(hex-5-enyloxy)carbonyl]-L-valine was prepared according to the procedure for 3-methyl-N-[(pent-4-enyloxy)carbonyl]-L-valine by using 5-hexenol instead of 4-pentenol. LRMS (ESI) m/z 258 [(M+H)+; calcd for C13H24NO4: 258]. The reactants are CC([C@H](NC(=O)OCCCC=C)C(=O)O)(C)C (3-methyl-N-[(pent-4-enyloxy)carbonyl]-L-valine), C(CCCC=C)O (5-hexenol). Yields the product CC([C@H](NC(=O)OCCCCC=C)C(=O)O)(C)C (3-Methyl-N-[(hex-5-enyloxy)carbonyl]-L-valine). Reaction SMILES: [CH3:1][C:2]([CH3:17])([CH3:16])[C@@H:3]([C:13]([OH:15])=[O:14])[NH:4][C:5]([O:7][CH2:8][CH2:9][CH2:10][CH:11]=[CH2:12])=[O:6].[CH2:18](O)CCCC=C>>[CH3:1][C:2]([CH3:17])([CH3:16])[C@@H:3]([C:13]([OH:15])=[O:14])[NH:4][C:5]([O:7][CH2:8][CH2:9][CH2:10][CH2:11][CH:12]=[CH2:18])=[O:6]. Reactants: [Cl-], O=C(O)NC(=O)c1c(F)cccc1Cl, Nc1ccc(Cl)cn1. Product: O=C(NC(=O)c1c(F)cccc1Cl)Nc1ccc(Cl)cn1. Reaction SMILES: [Cl-:9].[Cl:10][c:11]1[c:12]([C:13](=[O:14])[NH:15][C:16](=[O:17])[OH:18])[c:19]([F:23])[cH:20][cH:21][cH:22]1.[Cl:1][c:2]1[cH:3][cH:4][c:5]([NH2:8])[n:6][cH:7]1>>[Cl:1][c:2]1[cH:3][cH:4][c:5]([NH:8][C:16]([NH:15][C:13]([c:12]2[c:11]([Cl:10])[cH:22][cH:21][cH:20][c:19]2[F:23])=[O:14])=[O:17])[n:6][cH:7]1. Starting materials: [Na+].Cl[Au-](Cl)(Cl)Cl (sodium tetrachloroaurate), SCCC(=O)NCC(=O)O (mercaptopropionyl-glycine). The solvent is O (water), O (water). Yields the product SCCC(=O)NCC(=O)O.[Au] (gold mercaptopropionylglycine). RXN SMILES: [Na+].Cl[Au-:3](Cl)(Cl)Cl.[SH:7][CH2:8][CH2:9][C:10]([NH:12][CH2:13][C:14]([OH:16])=[O:15])=[O:11]>O>[SH:7][CH2:8][CH2:9][C:10]([NH:12][CH2:13][C:14]([OH:16])=[O:15])=[O:11].[Au:3] |f:0.1,4.5|. Reported procedure: A solution of sodium tetrachloroaurate (35g) in distilled water (200 ml) was slowly added to a solution of ethyl 2-hydroxethyl sulphide (20.5g) in distilled water (200 ml). Solid addition of mercaptopropionyl-glycine (5.21g) followed by vigorous stirring yielded gold mercaptopropionylglycine as a white solid (yield, based on gold, 85%). Starting materials: BrC=1C=C(SC1Br)C(=O)O (4,5-dibromo-2-thiophenecarboxylic acid), CC(C)(C)N(C([O-])=O)C[C@H](C1=CC=CC=C1)N (1,1-dimethylethyl[(2S)-2-amino-2-phenylethyl]carbamate), NC(CCNC(OC(C)(C)C)=O)CC1=CC=CC=C1 (1,1-dimethylethyl (3-amino-4-phenylbutyl)carbamate). Product: NC[C@H](C1=CC=CC=C1)NC(=O)C=1SC=C(C1)C1=CC=NN1C (N-[(1S)-2-amino-1-phenylethyl]-4-(1-methyl-1H-pyrazol-5-yl)-2-thiophenecarboxamide). Reaction SMILES: Br[C:2]1[CH:3]=[C:4]([C:8]([OH:10])=O)[S:5][C:6]=1Br.CC([N:15]([CH2:19][C@@H:20]([NH2:27])[C:21]1[CH:26]=[CH:25][CH:24]=[CH:23][CH:22]=1)C(=O)[O-])(C)C.[NH2:28][CH:29](CC1C=CC=CC=1)[CH2:30][CH2:31][NH:32][C:33](=O)OC(C)(C)C>>[NH2:15][CH2:19][C@@H:20]([NH:27][C:8]([C:4]1[S:5][CH:6]=[C:2]([C:31]2[N:32]([CH3:33])[N:28]=[CH:29][CH:30]=2)[CH:3]=1)=[O:10])[C:21]1[CH:22]=[CH:23][CH:24]=[CH:25][CH:26]=1. Procedure details: The title compound was prepared as a white solid according to the procedure of Example 20, except substituting 4-bromo-2-thiophenecarboxylic acid (83 mg, 0.4 mmol) for 4,5-dibromo-2-thiophenecarboxylic acid and substituting 1,1-dimethylethyl[(2S)-2-amino-2-phenylethyl]carbamate (94 mg, 0.4 mmol) [prepared according to the procedure of Preparation 1] for 1,1-dimethylethyl (3-amino-4-phenylbutyl)carbamate: LC-MS (ES) m/z 327 (M+H)+, 1H NMR (400 MHz, MeOD) δ ppm 3.44 (d, J=2.78 Hz, 1H) 3.60 (br. s....